From a dataset of the Open Reaction Database (ORD), a public repository of structured organic reaction records. describe an organic reaction: reactants, conditions, products, and yield Reactants: ClC1=C(C=C(C(=O)O)C=C1S(N)(=O)=O)[N+](=O)[O-] (4-chloro-3-nitro-5-sulphamyl-benzoic acid), C(C)O (ethanol), Cl (hydrogen chloride), Cl (hydrogen chloride). Conditions: time 3 hour. The product is C(C)OC(C1=CC(=C(C(=C1)S(N)(=O)=O)Cl)[N+](=O)[O-])=O (ethyl-4-chloro-3-nitro-5-sulphamyl-benzoate). RXN SMILES: [Cl:1][C:2]1[C:10]([S:11](=[O:14])(=[O:13])[NH2:12])=[CH:9][C:5]([C:6]([OH:8])=[O:7])=[CH:4][C:3]=1[N+:15]([O-:17])=[O:16].Cl.[CH2:19](O)[CH3:20]>>[CH2:19]([O:7][C:6](=[O:8])[C:5]1[CH:9]=[C:10]([S:11](=[O:13])(=[O:14])[NH2:12])[C:2]([Cl:1])=[C:3]([N+:15]([O-:17])=[O:16])[CH:4]=1)[CH3:20]. Reported procedure: A solution of 4-chloro-3-nitro-5-sulphamyl-benzoic acid (28 g) in dry ethanol (250 ml) was saturated with gaseous hydrogen chloride. The reaction mixture was allowed to ware during the inlet of the hydrogen chloride. After standing for 3 hours, the solvent was removed by evaporation in vacuo. The residue was dissolved in a mixture of diethyl ether and dilute sodium hydrogen carbonate. The organic layer was separated, washed with water and dried. The diethyl ether was distilled off, and the resid... Starting materials: CC1CNCC(C)O1, CCOC(C)=O, O=C(O)c1cc(Cl)ccc1[N+](=O)[O-]. Product: CC1CN(c2ccc([N+](=O)[O-])c(C(=O)O)c2)CC(C)O1. As a reaction SMILES: [CH3:14][CH:15]1[O:16][CH:17]([CH3:21])[CH2:18][NH:19][CH2:20]1.[CH3:22][CH2:23][O:24][C:25](=[O:26])[CH3:27].[N+:1](=[O:2])([O-:3])[c:4]1[c:5]([C:6](=[O:7])[OH:8])[cH:9][c:10]([Cl:13])[cH:11][cH:12]1>>[N+:1](=[O:2])([O-:3])[c:4]1[c:5]([C:6](=[O:7])[OH:8])[cH:9][c:10]([N:19]2[CH2:18][CH:17]([CH3:21])[O:16][CH:15]([CH3:14])[CH2:20]2)[cH:11][cH:12]1. Starting materials: [Si](C)(C)(C(C)(C)C)O[C@@H]1CC[C@@]2([C@H](/C=C/[C@@H]([C@H](OC(C1)=O)\C(=C\C(C([C@H](C[C@H]1O[C@@H]1[C@@H]([C@H](CC)O[Si](C)(C)C(C)(C)C)C)C)O)O)\C)C)OC(O2)C2=CC=CC=C2)C ((3aS,4E,6S,7S,11R,13aR)-11-{[tert-butyl(dimethyl)silyl]oxy}-7-{(1E,5S)-6-[(2R,3R)-3-((1S,2S)-2-{[tert-butyl(dimethyl)silyl]oxy}-1-methylbutyl)oxiran-2-yl]-3,4-dihydroxy-1,5-dimethylhex-1-en-1-yl}-6,13a-dimethyl-2-phenyl-3a,6,7,10,11,12,13,13a-octahydro-9H-[1,3]dioxolo[4,5-f]oxacyclododecin-9-one), I(=O)(=O)(=O)[O-].[Na+] (sodium metaperiodate). Solvent: C1CCOC1 (THF), O (water), C(C)(=O)OCC (ethyl acetate). Conditions: time 1.5 hour. The product is [Si](C)(C)(C(C)(C)C)O[C@@H]1CC[C@@]2([C@H](/C=C/[C@@H]([C@H](OC(C1)=O)\C(=C\C=C)\C)C)OC(O2)C2=CC=CC=C2)C ((3aS,4E,6S,7S,11R,13aR)-11-{[tert-butyl(dimethyl)silyl]oxy}-6,13a-dimethyl-7-[(1E)-1-methylbuta-1,3-dien-1-yl]-2-phenyl-3a,6,7,10,11,12,13,13a-octahydro-9H-[1,3]dioxolo[4,5-f]oxacyclododecin-9-one). RXN SMILES: [Si:1]([O:8][C@H:9]1[CH2:20][C:19](=[O:21])[O:18][C@H:17](/[C:22](/[CH3:47])=[CH:23]/[CH:24](O)[CH:25](O)[C@@H](C)C[C@@H]2[C@@H]([C@H](C)[C@@H](O[Si](C(C)(C)C)(C)C)CC)O2)[C@@H:16]([CH3:48])[CH:15]=[CH:14][C@@H:13]2[O:49][CH:50]([C:52]3[CH:57]=[CH:56][CH:55]=[CH:54][CH:53]=3)[O:51][C@:12]2([CH3:58])[CH2:11][CH2:10]1)([C:4]([CH3:7])([CH3:6])[CH3:5])([CH3:3])[CH3:2].I([O-])(=O)(=O)=O.[Na+]>C1COCC1.O.C(OCC)(=O)C>[Si:1]([O:8][C@H:9]1[CH2:20][C:19](=[O:21])[O:18][C@H:17](/[C:22](/[CH3:47])=[CH:23]/[CH:24]=[CH2:25])[C@@H:16]([CH3:48])[CH:15]=[CH:14][C@@H:13]2[O:49][CH:50]([C:52]3[CH:53]=[CH:54][CH:55]=[CH:56][CH:57]=3)[O:51][C@:12]2([CH3:58])[CH2:11][CH2:10]1)([C:4]([CH3:5])([CH3:6])[CH3:7])([CH3:2])[CH3:3] |f:1.2|. Reported procedure: (3aS,4E,6S,7S,11R,13aR)-11-{[tert-butyl(dimethyl)silyl]oxy}-7-{(1E,5S)-6-[(2R,3R)-3-((1S,2S)-2-{[tert-butyl(dimethyl)silyl]oxy}-1-methylbutyl)oxiran-2-yl]-3,4-dihydroxy-1,5-dimethylhex-1-en-1-yl}-6,13a-dimethyl-2-phenyl-3a,6,7,10,11,12,13,13a-octahydro-9H-[1,3]dioxolo[4,5-f]oxacyclododecin-9-one (1.46 g, 1.73 mmol) was dissolved in THF (30 ml) and water (7.5 ml), followed by addition of sodium metaperiodate (1.11 g, 5.19 mmol) at room temperature, and the mixture was stirred at the same temperat...